From a dataset of the Open Reaction Database (ORD), a public repository of structured organic reaction records. describe an organic reaction: reactants, conditions, products, and yield Starting materials: CN(C)C(=S)Cl, COc1cc(C)cc(O)c1, C1CN2CCN1CC2, CN(C)C=O. Product: COc1cc(C)cc(OC(=S)N(C)C)c1. Reaction SMILES: [CH3:19][N:20]([C:21](=[S:22])[Cl:23])[CH3:24].[CH3:1][O:2][c:3]1[cH:4][c:5]([OH:10])[cH:6][c:7]([CH3:9])[cH:8]1.[N:11]12[CH2:12][CH2:13][N:14]([CH2:15][CH2:16]1)[CH2:17][CH2:18]2.[O:25]=[CH:26][N:27]([CH3:28])[CH3:29]>>[CH3:1][O:2][c:3]1[cH:4][c:5]([O:10][C:21]([N:20]([CH3:19])[CH3:24])=[S:22])[cH:6][c:7]([CH3:9])[cH:8]1. Reactants: CCOC(=O)C1CCN(c2nsnc2Cl)CC1, CCO, [Na+], [OH-]. The product is O=C(O)C1CCN(c2nsnc2Cl)CC1. Reaction SMILES: [CH2:1]([CH3:2])[O:3][C:4](=[O:5])[CH:6]1[CH2:7][CH2:8][N:9]([c:12]2[n:13][s:14][n:15][c:16]2[Cl:17])[CH2:10][CH2:11]1.[CH3:20][CH2:21][OH:22].[Na+:19].[OH-:18]>>[O:3]=[C:4]([OH:5])[CH:6]1[CH2:7][CH2:8][N:9]([c:12]2[n:13][s:14][n:15][c:16]2[Cl:17])[CH2:10][CH2:11]1.